This data is from the Open Reaction Database (ORD), a public repository of structured organic reaction records. The task is: describe an organic reaction: reactants, conditions, products, and yield The reactants are COCc1ccc(OC)c(Br)c1, [C-]#N, [C-]#N, CN(C)C=O, CCOCC, [Zn+2], c1ccc(P(c2ccccc2)(c2ccccc2)[Pd](P(c2ccccc2)(c2ccccc2)c2ccccc2)(P(c2ccccc2)(c2ccccc2)c2ccccc2)P(c2ccccc2)(c2ccccc2)c2ccccc2)cc1. The product is COCc1ccc(OC)c(C#N)c1. RXN SMILES: [Br:1][c:2]1[c:3]([O:11][CH3:12])[cH:4][cH:5][c:6]([CH2:8][O:9][CH3:10])[cH:7]1.[C-:23]#[N:24].[C-:26]#[N:27].[CH3:13][N:14]([CH3:15])[CH:16]=[O:17].[CH3:18][CH2:19][O:20][CH2:21][CH3:22].[Zn+2:25].[cH:28]1[cH:29][cH:30][c:31]([P:32]([Pd:33]([P:34]([c:35]2[cH:36][cH:37][cH:38][cH:39][cH:40]2)([c:41]2[cH:42][cH:43][cH:44][cH:45][cH:46]2)[c:47]2[cH:48][cH:49][cH:50][cH:51][cH:52]2)([P:53]([c:54]2[cH:55][cH:56][cH:57][cH:58][cH:59]2)([c:60]2[cH:61][cH:62][cH:63][cH:64][cH:65]2)[c:66]2[cH:67][cH:68][cH:69][cH:70][cH:71]2)[P:72]([c:73]2[cH:74][cH:75][cH:76][cH:77][cH:78]2)([c:79]2[cH:80][cH:81][cH:82][cH:83][cH:84]2)[c:85]2[cH:86][cH:87][cH:88][cH:89][cH:90]2)([c:91]2[cH:92][cH:93][cH:94][cH:95][cH:96]2)[c:97]2[cH:98][cH:99][cH:100][cH:101][cH:102]2)[cH:103][cH:104]1>>[c:2]1([C:13]#[N:14])[c:3]([O:11][CH3:12])[cH:4][cH:5][c:6]([CH2:8][O:9][CH3:10])[cH:7]1. The reactants are IC1=CC=C(N)C=C1 (4-Iodoaniline), C(C)OC1(CC1)O[Si](C)(C)C ([(1-ethoxycyclopropyl)oxy]trimethylsilane), C(#N)[BH3-].[Na+] (sodium cyanoborohydride). Yields the product C1(CC1)NC1=CC=CC=C1 (N-cyclopropyl aniline). RXN SMILES: I[C:2]1[CH:8]=[CH:7][C:5]([NH2:6])=[CH:4][CH:3]=1.C(O[C:12]1(O[Si](C)(C)C)[CH2:14][CH2:13]1)C.C([BH3-])#N.[Na+]>>[CH:12]1([NH:6][C:5]2[CH:7]=[CH:8][CH:2]=[CH:3][CH:4]=2)[CH2:14][CH2:13]1 |f:2.3|. Reported procedure: 4-Iodoaniline (F-0) is reductively alkylated with [(1-ethoxycyclopropyl)oxy]trimethylsilane and sodium cyanoborohydride to give the N-cyclopropyl aniline (F-1). Treatment with diethyl ethoxymethylenemalonate in pyridine affords the enamine (F-2) which is cyclized with polyphosphoric acid to the quinoline (F-3). Treatment with p-chlorobenzylamine at elevated temperature converts the ester to the amide (F-4). Palladium catalyzed coupling of the iodide with propargyl alcohol affords F-5. Reaction w... Starting materials: C(=O)(N1C=NC=C1)N1C=NC=C1 (1,1'-Carbonyldiimidazole), C(C)OP(=O)(CCCCC1=CC=CC=C1)CC(=O)O ([ethoxy(4-phenylbutyl)phosphinyl]acetic acid), Cl (HCl), COC([C@@H](N)CC1=CC=C(C=C1)O)=O (L-tyrosine methyl ester). Solvent: C(C)#N (acetonitrile), CO (methanol), C(C)N(CC)CC (triethylamine). Reaction conditions: temperature 0 celsius, time 1.5 hour. Product: C(C)OP(=O)(CCCCC1=CC=CC=C1)CC(=O)N[C@@H](CC1=CC=C(C=C1)O)C(=O)OC (N-[[ethoxy(4-phenylbutyl)phosphinyl]acetyl]-L-tyrosine, methyl ester). Isolated yield 88.0%. Reaction SMILES: C(N1C=CN=C1)(N1C=CN=C1)=O.[CH2:13]([O:15][P:16]([CH2:28][C:29]([OH:31])=O)([CH2:18][CH2:19][CH2:20][CH2:21][C:22]1[CH:27]=[CH:26][CH:25]=[CH:24][CH:23]=1)=[O:17])[CH3:14].Cl.[CH3:33][O:34][C:35](=[O:46])[C@H:36]([CH2:38][C:39]1[CH:44]=[CH:43][C:42]([OH:45])=[CH:41][CH:40]=1)[NH2:37]>C(#N)C.CO.C(N(CC)CC)C>[CH2:13]([O:15][P:16]([CH2:28][C:29]([NH:37][C@H:36]([C:35]([O:34][CH3:33])=[O:46])[CH2:38][C:39]1[CH:40]=[CH:41][C:42]([OH:45])=[CH:43][CH:44]=1)=[O:31])([CH2:18][CH2:19][CH2:20][CH2:21][C:22]1[CH:23]=[CH:24][CH:25]=[CH:26][CH:27]=1)=[O:17])[CH3:14]. Procedure: 1,1'-Carbonyldiimidazole (0.56 g) was added portionwise to a cooled (0° C.) solution of [ethoxy(4-phenylbutyl)phosphinyl]acetic acid (0.98 g) in 70 ml of acetonitrile. This reaction mixture was stirred under argon at 0° C. for 1.5 hours. The HCl salt of L-tyrosine methyl ester (0.8 g) was dissolved in methanol and neutralized with triethylamine (0.35 g). This solution was concentrated in vacuo, dissolved in 10 ml of warm acetonitrile and added dropwise to the above solution of activated phosphin... The reactants are BrC=1C=C(C=CC1F)C1=CN=C2N1C=CC(=N2)C(F)(F)F (3-(3-Bromo-4-fluorophenyl)-7-trifluoromethylimidazo[1,2-α]pyrimidine), C(CCC)[Sn](C=1C=NC=CC1)(CCCC)CCCC (3-tri-n-butylstannylpyridine). Product: FC1=C(C=C(C=C1)C1=CN=C2N1C=CC(=N2)C(F)(F)F)C=2C=NC=CC2 (3-[4-fluoro-3-(pyridin-3-yl)phenyl]-7-trifluoromethylimidazo[1,2-α]pyrimidine). RXN SMILES: Br[C:2]1[CH:3]=[C:4]([C:9]2[N:13]3[CH:14]=[CH:15][C:16]([C:18]([F:21])([F:20])[F:19])=[N:17][C:12]3=[N:11][CH:10]=2)[CH:5]=[CH:6][C:7]=1[F:8].C([Sn](CCCC)(CCCC)[C:27]1[CH:28]=[N:29][CH:30]=[CH:31][CH:32]=1)CCC>>[F:8][C:7]1[CH:6]=[CH:5][C:4]([C:9]2[N:13]3[CH:14]=[CH:15][C:16]([C:18]([F:21])([F:20])[F:19])=[N:17][C:12]3=[N:11][CH:10]=2)=[CH:3][C:2]=1[C:27]1[CH:28]=[N:29][CH:30]=[CH:31][CH:32]=1. Reported procedure: 3-(3-Bromo-4-fluorophenyl)-7-trifluoromethylimidazo[1,2-α]pyrimidine was coupled with 3-tri-n-butylstannylpyridine as described in Example 32 to give 3-[4-fluoro-3-(pyridin-3-yl)phenyl]-7-trifluoromethylimidazo[1,2-α]pyrimidine: δH (400 MHz, DMSO) 7.51 (1H, d, J 7), 7.53-7.64 (2H, m), 7.85-7.89 (1H, m), 8.03 (1H, dd, J 7 and 2), 8.12 (1H, dd, J 8 and 2), 8.34 (1H, s), 8.66 (1H, dd, J 5 and 2), 8.90 (1H, t, J 2), 9.38 (1H, d, J 7); m/z (ES+) 359 (M++H). Reactants: K2C3, Cl.N1C(C(=O)OCC)CCCC1 (ethyl pipecolinate hydrochloride), COC1=CC=C(CCl)C=C1 (4-Methoxy benzyl chloride). The solvent is CN(C)C=O (DMF). Reaction conditions: temperature 62 celsius, time 3 day. Yields the product COC1=CC=C(C=C1)CN1C(C(=O)OCC)CCCC1 (ethyl N-(4-methoxyphenylmethyl)-pipecolinate). Yield: 51.3%. As a reaction SMILES: [CH3:1][O:2][C:3]1[CH:10]=[CH:9][C:6]([CH2:7]Cl)=[CH:5][CH:4]=1.Cl.[NH:12]1[CH2:22][CH2:21][CH2:20][CH2:19][CH:13]1[C:14]([O:16][CH2:17][CH3:18])=[O:15]>CN(C=O)C>[CH3:1][O:2][C:3]1[CH:10]=[CH:9][C:6]([CH2:7][N:12]2[CH2:22][CH2:21][CH2:20][CH2:19][CH:13]2[C:14]([O:16][CH2:17][CH3:18])=[O:15])=[CH:5][CH:4]=1 |f:1.2|. Procedure: 4-Methoxy benzyl chloride (55 mmol, 8.61 g) was add ed t o a mixture of K2C3 (56 mmol, 7.7 4 g) and ethyl pipecolinate hydrochloride (50 mmol, 9.68 g) in DMF (55 mL). The mixture was stirred for 3 days at 62° C., and was filtered. Ice-cold HCl solution (1.5 N, 50 mL) was added to the filtrate and it was extracted with ether (3×100 mL). The aqueous phase was basified with NaOH solution (40%) and extracted with ether (5×100 mL). The combined extracts were washed with brine, dried with Na2SO4 and M... Reactants: Cl.COC=1C=C2CC(C2=CC1OC)CN(CCC(=O)N1CCC2=C(CC1)C=C(C(=C2)OC)OC)C (N-[(3,4-Dimethoxybicyclo[4.2.0]octa-1,3,5-trien-7-yl)methyl]-3-(7,8-dimethoxy-1,2,4,5-tetrahydro-3H-3-benzazepin-3-yl)-N-methyl-3-oxopropan-1amine hydrochloride), COC=1C=C2CC(C2=CC1OC)CNC ([(3,4-dimethoxybicyclo[4.2.0]octa-1,3,5-trien-7-yl)methyl]methylamine). The product is Cl.COC1=C2CC(C2=CC=C1OC)CNCCC(=O)N1CCC2=C(CC1)C=C(C(=C2)OC)OC (N-[(2,3-Dimethoxybicyclo[4.2.0]octa-1,3,5-trien-7-yl)methyl]-3-(7,8-dimethoxy-1,2,4,5-tetrahydro-3H-3-benzazepin-3-yl)-3-oxopropan-1-amine hydrochloride). RXN SMILES: [ClH:1].[CH3:2][O:3][C:4]1[CH:5]=[C:6]2[C:9](=[CH:10][C:11]=1OC)[CH:8]([CH2:14][N:15](C)[CH2:16][CH2:17][C:18]([N:20]1[CH2:26][CH2:25][C:24]3[CH:27]=[C:28]([O:33][CH3:34])[C:29]([O:31][CH3:32])=[CH:30][C:23]=3[CH2:22][CH2:21]1)=[O:19])[CH2:7]2.[CH3:36][O:37]C1C=C2C(=CC=1OC)C(CNC)C2>>[ClH:1].[CH3:36][O:37][C:5]1[C:4]([O:3][CH3:2])=[CH:11][CH:10]=[C:9]2[C:6]=1[CH2:7][CH:8]2[CH2:14][NH:15][CH2:16][CH2:17][C:18]([N:20]1[CH2:26][CH2:25][C:24]2[CH:27]=[C:28]([O:33][CH3:34])[C:29]([O:31][CH3:32])=[CH:30][C:23]=2[CH2:22][CH2:21]1)=[O:19] |f:0.1,3.4|. Procedure: Obtained in the same manner as the product of Example 1, but with replacement of the [(3,4-dimethoxybicyclo[4.2.0]octa-1,3,5-trien-7-yl)methyl]methylamine in Step 4 by the product of Preparation 10. Reactants: C(C)(C)C1=C(C=CC=C1)S (2-Isopropylthiophenol), C(C=C)(=O)O (acrylic acid). Solvent: C(C)(=O)OCC (ethyl acetate). Conditions: time 71.8 hour. The product is C(C)(C)C1=C(C=CC=C1)SCCC(=O)O (3-(2-isopropylphenylthio)propanoic acid). Yield: 98.5%. RXN SMILES: [CH:1]([C:4]1[CH:9]=[CH:8][CH:7]=[CH:6][C:5]=1[SH:10])([CH3:3])[CH3:2].[C:11]([OH:15])(=[O:14])[CH:12]=[CH2:13]>C(OCC)(=O)C>[CH:1]([C:4]1[CH:9]=[CH:8][CH:7]=[CH:6][C:5]=1[S:10][CH2:13][CH2:12][C:11]([OH:15])=[O:14])([CH3:3])[CH3:2]. Procedure details: 2-Isopropylthiophenol (4.77 g, 31 mmol) was placed in a flask with acrylic acid (2.37 g, 33 mmol) and stirred at room temperature for 71.8 hours. The reaction mixture solidified, was dissolved in ethyl acetate and extracted with 5% NaOH. The aqueous layer was acidified with concentrated hydrochloric acid, extracted with ethyl acetate, dried over MgSO4, and concentrated in vacuo to give 3-(2-isopropylphenylthio)propanoic acid (6.85 g), contaminated with some acrylic acid, as a yellow solid which ... Starting materials: resultant mixture, [N+](=O)([O-])C1=C2C(C(=O)OC2=O)=CC=C1 (3-nitrophthalic acid anhydride), C(C)(=O)O (acetic acid), NCC=1C=NC=CC1 (3-aminomethylpyridine). Run in C1(=CC=CC=C1)C (toluene). The product is [N+](=O)([O-])C1=C2C(N(C(C2=CC=C1)=O)CC=1C=NC=CC1)=O (4-nitro-2-(3-pyridylmethyl)-1H-isoindole-1,3 (2H)-dione). Isolated yield 93.6%. RXN SMILES: [N+:1]([C:4]1[CH:14]=[CH:13][CH:12]=[C:6]2[C:7]([O:9][C:10](=[O:11])[C:5]=12)=O)([O-:3])=[O:2].C(O)(=O)C.[NH2:19][CH2:20][C:21]1[CH:22]=[N:23][CH:24]=[CH:25][CH:26]=1>C1(C)C=CC=CC=1>[N+:1]([C:4]1[CH:14]=[CH:13][CH:12]=[C:6]2[C:5]=1[C:10](=[O:11])[N:19]([CH2:20][C:21]1[CH:22]=[N:23][CH:24]=[CH:25][CH:26]=1)[C:7]2=[O:9])([O-:3])=[O:2]. Reported procedure: To a mixture of 15.0 g of 3-nitrophthalic acid anhydride, 233 ml of acetic acid and 80 ml of toluene was added 10.1 g of 3-aminomethylpyridine, and the resultant mixture was refluxed for 1.5 hours under heating. The reaction mixture was concentrated in vacuo, diluted with ethyl acetate, washed with 1N aqueous sodium hydroxide and water in order, dried over anhydrous magnesium sulfate and concentrated in vacuo to give 20.6 g of the titled compound. Reactants: [NH+]1=CC=CC=C1.C(C)(=O)N1N=C(N=C1N)S(=O)(=O)NC1=C(C=CC=C1Cl)Cl (1-Acetyl-N-(2,6-dichlorophenyl)-5-amino-1,2,4-triazole-3-sulphonamide pyridinium salt), Cl (hydrochloric acid). Solvent: [OH-].[Na+] (sodium hydroxide). Reaction conditions: time 10 minute. Product: ClC1=C(C(=CC=C1)Cl)NS(=O)(=O)C1=NNC(=N1)N (N-(2,6-dichlorophenyl)-5-Amino-1,2,4-triazole-3-sulphonamide). Yield: 92.2%. RXN SMILES: [NH+]1C=CC=CC=1.C([N:10]1[C:14]([NH2:15])=[N:13][C:12]([S:16]([NH:19][C:20]2[C:25]([Cl:26])=[CH:24][CH:23]=[CH:22][C:21]=2[Cl:27])(=[O:18])=[O:17])=[N:11]1)(=O)C.Cl>[OH-].[Na+]>[Cl:26][C:25]1[CH:24]=[CH:23][CH:22]=[C:21]([Cl:27])[C:20]=1[NH:19][S:16]([C:12]1[N:13]=[C:14]([NH2:15])[NH:10][N:11]=1)(=[O:18])=[O:17] |f:0.1,3.4|. Procedure details: The product of stage (d) (53.6 g) was dissolved in 2N sodium hydroxide (200 ml), and was stirred at room temperature for 10 minutes. The solution was then taken to pH=5 with 2N hydrochloric acid, and the product was filtered off, washed with a little water and ether, and then dried in vacuo to give 35.4 g of the desired product, mp 265°-267° C.